This data is from the Open Reaction Database (ORD), a public repository of structured organic reaction records. The task is: describe an organic reaction: reactants, conditions, products, and yield Reactants: BrC1=CC=C(C=C1)[C@@H]1C2=C3CCC(C=C3CC[C@H]2[C@@H]2C[C@H]([C@@H]([C@@]2(C)C1)C(=O)C1CC1)C)=O ((11β,16α,17β)-11-(4-Bromophenyl)-17-cyclopropylcarbonyl-16-methylestra-4,9-dien-3-one), COC=1C=C(C=NC1)B(O)O (5-methoxy-3-pyridinylboronic acid). Yields the product C1(CC1)C(=O)[C@@H]1[C@]2(C)[C@@H](C[C@H]1C)[C@@H]1CCC3=CC(CCC3=C1[C@H](C2)C2=CC=C(C=C2)C=2C=NC=C(C2)OC)=O ((11β,16α,17β)-17-cyclopropylcarbonyl-16-methyl-11-[4-(5-methoxy-pyridin-3-yl)phenyl]estra-4,9-dien-3-one). The yield is 41.0%. Reaction SMILES: Br[C:2]1[CH:7]=[CH:6][C:5]([C@H:8]2[CH2:25][C@@:23]3([CH3:24])[C@@H:19]([CH2:20][C@@H:21]([CH3:31])[C@@H:22]3[C:26]([CH:28]3[CH2:30][CH2:29]3)=[O:27])[C@H:18]3[C:9]2=[C:10]2[C:15]([CH2:16][CH2:17]3)=[CH:14][C:13](=[O:32])[CH2:12][CH2:11]2)=[CH:4][CH:3]=1.[CH3:33][O:34][C:35]1[CH:36]=[C:37](B(O)O)[CH:38]=[N:39][CH:40]=1>>[CH:28]1([C:26]([C@H:22]2[C@H:21]([CH3:31])[CH2:20][C@H:19]3[C@H:18]4[C:9]([C@@H:8]([C:5]5[CH:6]=[CH:7][C:2]([C:37]6[CH:38]=[N:39][CH:40]=[C:35]([O:34][CH3:33])[CH:36]=6)=[CH:3][CH:4]=5)[CH2:25][C@:23]23[CH3:24])=[C:10]2[C:15](=[CH:14][C:13](=[O:32])[CH2:12][CH2:11]2)[CH2:16][CH2:17]4)=[O:27])[CH2:30][CH2:29]1. Reported procedure: (11β,16α,17β)-11-(4-Bromophenyl)-17-cyclopropylcarbonyl-16-methylestra-4,9-dien-3-one and 5-methoxy-3-pyridinylboronic acid were used as described in example 1 step h. Purification by LCMS followed by lyophilisation gave the product (41% yield). 1H NMR (400 MHz, CDCl3): δ 0.35 (s, 3H), 0.80-2.86 (m, 24H), 3.92 (s, 3H), 4.46 (d, J=7 Hz, 1H), 5.80 (s, 1H), 7.24-7.29 (m, 2H), 7.35 (dd, J=3 and 1 Hz, 1H), 7.48-7.53 (m, 2H), 8.28 (d, J=3 Hz, 1H), 8.45 (d, J=1 Hz, 1H). Starting materials: C(C)(=O)C1=CC=NC=C1 (4-acetylpyridine), CO (methanol). The solvent is O (water). Product: N1=CC=C(C=C1)C(C)O (1-(Pyridin-4-yl)ethanol). Isolated yield 99.7%. RXN SMILES: [C:1]([C:4]1[CH:9]=[CH:8][N:7]=[CH:6][CH:5]=1)(=[O:3])[CH3:2].CO>O>[N:7]1[CH:8]=[CH:9][C:4]([CH:1]([OH:3])[CH3:2])=[CH:5][CH:6]=1. Procedure: To a stirred solution of 4-acetylpyridine (2.50 g, 20.6 mmol) in methanol (25 ml) sodium borohydride (1.56 g, 41.2 mmol) was added in portions. After stirring overnight at RT water was added and the mixture was evaporated to dryness in vacuo. The product was taken into ethyl acetate. The solvent was evaporated to give 2.53 g of the title compound. 1H NMR (400 MHz, DMSO-d6): 1.32 (3H, d), 4.69-4.75 (1H, m), 5.38 (1H, d), 7.34 (2H, d), 8.49 (2H, d). Starting materials: NC=1C=CC(=C(C(=O)O)C1)O (5-Amino-2-hydroxybenzoic acid), S(O)(O)(=O)=O (sulphuric acid), [OH-].[Na+] (sodium hydroxide), C(O)([O-])=O.[Na+] (sodium hydrogen carbonate). Solvent: CO (methanol). Yields the product OC1=C(C(=O)OC)C=C(C=C1)N (methyl 2-hydroxy-5-aminobenzoate). The yield is 45.0%. As a reaction SMILES: [NH2:1][C:2]1[CH:3]=[CH:4][C:5]([OH:11])=[C:6]([CH:10]=1)[C:7]([OH:9])=[O:8].S(=O)(=O)(O)O.[OH-].[Na+].[C:19](=O)([O-])O.[Na+]>CO>[OH:11][C:5]1[CH:4]=[CH:3][C:2]([NH2:1])=[CH:10][C:6]=1[C:7]([O:9][CH3:19])=[O:8] |f:2.3,4.5|. Reported procedure: 5-Amino-2-hydroxybenzoic acid (200 g, 1.31 mole) was suspended in methanol (2 1), concentrated sulphuric acid (120 ml) was slowly added and the reaction mixture was refluxed for 48 hours under nitrogen. Subsequently the reaction mixture was brought to room temperature and neutralized with 33% aqueous sodium hydroxide (120 ml) and 1M aqueous sodium hydrogen carbonate (to neutral reaction). The reaction mixture was extracted with ether (3×400 ml), the ethereal solution was washed with 1M aqueous s... Isolated yield 58.0%. The solvent is C(CC)#N (propionitrile). RXN SMILES: [CH3:1][NH:2][C:3](=[O:15])[C:4]1[CH:9]=[C:8](Br)[C:7]([CH3:11])=[CH:6][C:5]=1[O:12][CH2:13][CH3:14].[C-:16]#[N:17].[Na+].C(OCC)(=O)C.O>C(#N)CC.[Cu](I)I.C1C=CC([P]([Pd]([P](C2C=CC=CC=2)(C2C=CC=CC=2)C2C=CC=CC=2)([P](C2C=CC=CC=2)(C2C=CC=CC=2)C2C=CC=CC=2)[P](C2C=CC=CC=2)(C2C=CC=CC=2)C2C=CC=CC=2)(C2C=CC=CC=2)C2C=CC=CC=2)=CC=1>[CH3:1][NH:2][C:3](=[O:15])[C:4]1[CH:9]=[C:8]([C:16]#[N:17])[C:7]([CH3:11])=[CH:6][C:5]=1[O:12][CH2:13][CH3:14] |f:1.2,^1:36,38,57,76|. The reagents and catalysts are [Cu](I)I (copper iodide), C=1C=CC(=CC1)[P](C=2C=CC=CC2)(C=3C=CC=CC3)[Pd]([P](C=4C=CC=CC4)(C=5C=CC=CC5)C=6C=CC=CC6)([P](C=7C=CC=CC7)(C=8C=CC=CC8)C=9C=CC=CC9)[P](C=1C=CC=CC1)(C=1C=CC=CC1)C=1C=CC=CC1 (tetrakis(triphenylphosphine)palladium). Product: CNC(C1=C(C=C(C(=C1)C#N)C)OCC)=O (N1,4-Dimethyl-5-cyano-2-ethoxybenzamide). Reactants: CNC(C1=C(C=C(C(=C1)Br)C)OCC)=O (N1,4-dimethyl-5-bromo-2-ethoxybenzamide), [C-]#N.[Na+] (sodium cyanide), C(C)(=O)OCC (Ethyl acetate), O (water). Procedure details: After dissolving N1,4-dimethyl-5-bromo-2-ethoxybenzamide (200 g) in propionitrile (1.51), sodium cyanide (72 g), copper iodide (14 g) and tetrakis(triphenylphosphine)palladium (42 g) were added under a nitrogen atmosphere and the mixture was heated to reflux for 5 hours. Ethyl acetate and water were added and the reaction mixture was filtered through celite. The precipitated crystals in the filtrate were filtered off (15.4 g). This filtrate was then separated and washed with brine. The organic l... Reactants: N([C@@H]([C@H](OC(C)(C)C)C)C(=O)N[C@@H](CCC(N)=O)C(=O)N[C@@H](CC(OC(C)(C)C)=O)C(=O)N[C@@H](CC1=CC=CC=C1)C(=O)OC)C(=O)OCC1=CC=CC=C1 (Z-Thr(tBu)-Gln-Asp(OtBu)-Phe-OCH3). The reagents and catalysts are [Pd] (palladium on charcoal). Solvent: CO (methanol). The product is N[C@@H]([C@H](OC(C)(C)C)C)C(=O)N[C@@H](CCC(N)=O)C(=O)N[C@@H](CC(OC(C)(C)C)=O)C(=O)N[C@@H](CC1=CC=CC=C1)C(=O)OC (H-Thr(tBu)-Gln-Asp(OtBu)-Phe-OCH3). Reaction SMILES: [NH:1](C(OCC1C=CC=CC=1)=O)[C@H:2]([C:10]([NH:12][C@H:13]([C:19]([NH:21][C@H:22]([C:31]([NH:33][C@H:34]([C:42]([O:44][CH3:45])=[O:43])[CH2:35][C:36]1[CH:41]=[CH:40][CH:39]=[CH:38][CH:37]=1)=[O:32])[CH2:23][C:24](=[O:30])[O:25][C:26]([CH3:29])([CH3:28])[CH3:27])=[O:20])[CH2:14][CH2:15][C:16](=[O:18])[NH2:17])=[O:11])[C@@H:3]([CH3:9])[O:4][C:5]([CH3:8])([CH3:7])[CH3:6]>CO.[Pd]>[NH2:1][C@H:2]([C:10]([NH:12][C@H:13]([C:19]([NH:21][C@H:22]([C:31]([NH:33][C@H:34]([C:42]([O:44][CH3:45])=[O:43])[CH2:35][C:36]1[CH:37]=[CH:38][CH:39]=[CH:40][CH:41]=1)=[O:32])[CH2:23][C:24](=[O:30])[O:25][C:26]([CH3:27])([CH3:28])[CH3:29])=[O:20])[CH2:14][CH2:15][C:16](=[O:18])[NH2:17])=[O:11])[C@@H:3]([CH3:9])[O:4][C:5]([CH3:7])([CH3:6])[CH3:8]. Procedure: 4.3 g of Z-Thr(tBu)-Gln-Asp(OtBu)-Phe-OCH3 in 300 ml of methanol are hydrogenated with 1 g of 10% strength palladium on charcoal catalyst in the usual manner and after completion of the hydrogen uptake the mixture is filtered and the filtrate evaporated. The evaporation residue, a solid colourless foam, is employed for the next stage without further purification.